Task: describe an organic reaction: reactants, conditions, products, and yield. Dataset: the Open Reaction Database (ORD), a public repository of structured organic reaction records The reactants are CC(=O)Nc1cc(C(F)(F)F)ccc1S(=O)CC#N, O. Yields the product CC1=C(C#N)S(=O)c2ccc(C(F)(F)F)cc2N1. Reaction SMILES: [C:1](#[N:2])[CH2:3][S:4](=[O:5])[c:6]1[c:7]([NH:16][C:17]([CH3:18])=[O:19])[cH:8][c:9]([C:12]([F:13])([F:14])[F:15])[cH:10][cH:11]1.[OH2:20]>>[C:1](#[N:2])[C:3]1=[C:17]([CH3:18])[NH:16][c:7]2[c:6]([cH:11][cH:10][c:9]([C:12]([F:13])([F:14])[F:15])[cH:8]2)[S:4]1=[O:5]. The reactants are C1=CC=C2C(=C1)C(=O)N(N=N2)O (DHOBt), CCN=C=NCCCN(C)C (EDAC), N1CCCCC1 (piperidine), C(C)(C)N(CC)C(C)C (diisopropylethylamine), Amide, C[C@@H]1CC[C@H](CC1)NC1CCN(CC1)C(C)=O (1-[4-(trans-4-methyl-cyclohexylamino)-piperidin-1-yl]-ethanone), C(C)OC(CSC1=CN=C(S1)N)=O ((2-amino-thiazol-5-ylsulfanyl)-acetic acid ethyl ester), C(C)(=O)N1CCC(CC1)N(C(NC=1SC(=CN1)SCC(=O)O)=O)[C@@H]1CC[C@H](CC1)C ({2-[3-(1-Acetyl-piperidin-4-yl)-3-(trans-4-methyl-cyclohexyl)-ureido]-thiazol-5-ylsulfanyl}-acetic acid), glass. Solvent: CN(C)C=O (DMF). Run at time 3 day. The product is C(C)(=O)N1CCC(CC1)N(C(NC=1SC(=CN1)SCC(=O)O)=O)[C@@H]1CC[C@H](CC1)C ({2-[3-(1-Acetyl-piperidin-4-yl)-3-(trans-4-methyl-cyclohexyl)-ureido]-thiazol-5-ylsulfanyl}-acetic acid), C(C)(=O)N1CCC(CC1)N(C(=O)NC=1SC(=CN1)SCC(N1CCCCC1)=O)[C@@H]1CC[C@H](CC1)C (1-(1-Acetyl-piperidin-4-yl)-1-(trans-4-methyl-cyclohexyl)-3-[5-(2-oxo-2-piperidin-1-yl-ethylsulfanyl)-thiazol-2-yl]-urea). As a reaction SMILES: C[C@H]1CC[C@H](N[CH:9]2[CH2:14][CH2:13][N:12](C(=O)C)[CH2:11][CH2:10]2)CC1.C(OC(=O)CSC1SC(N)=NC=1)C.[C:31]([N:34]1[CH2:39][CH2:38][CH:37]([N:40]([C@H:54]2[CH2:59][CH2:58][C@H:57]([CH3:60])[CH2:56][CH2:55]2)[C:41](=[O:53])[NH:42][C:43]2[S:44][C:45]([S:48][CH2:49][C:50]([OH:52])=[O:51])=[CH:46][N:47]=2)[CH2:36][CH2:35]1)(=[O:33])[CH3:32].C1C=C2C(N(O)N=NC2=CC=1)=O.CCN=C=NCCCN(C)C.N1CCCCC1.C(N(C(C)C)CC)(C)C>CN(C=O)C>[C:31]([N:34]1[CH2:35][CH2:36][CH:37]([N:40]([C@H:54]2[CH2:59][CH2:58][C@H:57]([CH3:60])[CH2:56][CH2:55]2)[C:41](=[O:53])[NH:42][C:43]2[S:44][C:45]([S:48][CH2:49][C:50]([OH:52])=[O:51])=[CH:46][N:47]=2)[CH2:38][CH2:39]1)(=[O:33])[CH3:32].[C:31]([N:34]1[CH2:39][CH2:38][CH:37]([N:40]([C@H:54]2[CH2:59][CH2:58][C@H:57]([CH3:60])[CH2:56][CH2:55]2)[C:41]([NH:42][C:43]2[S:44][C:45]([S:48][CH2:49][C:50](=[O:52])[N:12]3[CH2:13][CH2:14][CH2:9][CH2:10][CH2:11]3)=[CH:46][N:47]=2)=[O:53])[CH2:36][CH2:35]1)(=[O:33])[CH3:32]. Procedure: {2-[3-(1-Acetyl-piperidin-4-yl)-3-(trans-4-methyl-cyclohexyl)-ureido]-thiazol-5-ylsulfanyl}-acetic acid was prepared from 1-[4-(trans-4-methyl-cyclohexylamino)-piperidin-1-yl]-ethanone and (2-amino-thiazol-5-ylsulfanyl)-acetic acid ethyl ester as described in general procedure (I). Amide coupling was then performed as follows using general procedure (J): {2-[3-(1-Acetyl-piperidin-4-yl)-3-(trans-4-methyl-cyclohexyl)-ureido]-thiazol-5-ylsulfanyl}-acetic acid is dissolved/suspended in 1 ml of DMF i... Starting materials: CC1=CC=C(C=C1)S(=O)(=O)OCCCCCCCCCC1C(COC2=CC(=CC=C12)OCOC)(C)C1=CC=C(C=C1)OCOC (9-{7-(Methoxymethoxy)-3-[4-(methoxymethoxy)phenyl]-3-methylchroman-4-yl}nonyl 4-methylbenzenesulfonate), N1CCNCC1 (piperazine), [OH-].[Na+] (NaOH). The solvent is O1CCOCC1 (dioxane). Yields the product COCOC1=CC=C2C(C(COC2=C1)(C)C1=CC=C(C=C1)OCOC)CCCCCCCCCN1CCNCC1 (7-(methoxymethoxy)-3-(4-methoxymethoxyphenyl)-4-(9-piperazinylnonyl)-3-methylchroman). Yield: 81.0%. Reaction SMILES: CC1C=CC(S(O[CH2:12][CH2:13][CH2:14][CH2:15][CH2:16][CH2:17][CH2:18][CH2:19][CH2:20][CH:21]2[C:30]3[C:25](=[CH:26][C:27]([O:31][CH2:32][O:33][CH3:34])=[CH:28][CH:29]=3)[O:24][CH2:23][C:22]2([C:36]2[CH:41]=[CH:40][C:39]([O:42][CH2:43][O:44][CH3:45])=[CH:38][CH:37]=2)[CH3:35])(=O)=O)=CC=1.[NH:46]1[CH2:51][CH2:50][NH:49][CH2:48][CH2:47]1.[OH-].[Na+]>O1CCOCC1>[CH3:34][O:33][CH2:32][O:31][C:27]1[CH:26]=[C:25]2[C:30]([CH:21]([CH2:20][CH2:19][CH2:18][CH2:17][CH2:16][CH2:15][CH2:14][CH2:13][CH2:12][N:46]3[CH2:51][CH2:50][NH:49][CH2:48][CH2:47]3)[C:22]([C:36]3[CH:37]=[CH:38][C:39]([O:42][CH2:43][O:44][CH3:45])=[CH:40][CH:41]=3)([CH3:35])[CH2:23][O:24]2)=[CH:29][CH:28]=1 |f:2.3|. Procedure details: 9-{7-(Methoxymethoxy)-3-[4-(methoxymethoxy)phenyl]-3-methylchroman-4-yl}nonyl 4-methylbenzenesulfonate (540 mg, 0.843 mmol) and piperazine (2.2 g, 25.5 mmol) were dissolved in dioxane and then the mixture was refluxed for 2 hours. The mixture was cooled down to room temperature, basified to pH 13 using 5N-NaOH, and then extracted with ethyl acetate. The organic layer was dried over anhydrous magnesium sulfate and filtered, and the organic solvent was removed under reduced pressure. The concentra...